Dataset: the Open Reaction Database (ORD), a public repository of structured organic reaction records. Task: describe an organic reaction: reactants, conditions, products, and yield Starting materials: [H][H] (hydrogen), [H][H] (hydrogen), O([Si](C)(C)C(C)(C)C)C1=C(C=C(C=C1)C(CC)(CC)C1=CC(=C(C=C1)C#CC(C(C)(C)C)O)C)C (1-(4-{1-[4-(tert-butyl-dimethylsiloxy)-3-methylphenyl]-1-ethylpropyl}-2-methylphenyl)-4,4-dimethylpent-1-yn-3-ol). Reagents/catalysts: [Pd] (Pd/C). Solvent: CO (MeOH). Reaction conditions: time 3 hour. The product is O([Si](C)(C)C(C)(C)C)C1=C(C=C(C=C1)C(CC)(CC)C1=CC(=C(C=C1)\C=C/C(C(C)(C)C)O)C)C ((Z)-1-(4{-1-[4-(tert-butyl-dimethylsiloxy)-3-methylphenyl]-1-ethylpropyl}-2-methylphenyl)-4,4-dimethylpent-1-en-3-ol). The yield is 70.7%. RXN SMILES: [O:1]([C:9]1[CH:14]=[CH:13][C:12]([C:15]([C:20]2[CH:25]=[CH:24][C:23]([C:26]#[C:27][CH:28]([OH:33])[C:29]([CH3:32])([CH3:31])[CH3:30])=[C:22]([CH3:34])[CH:21]=2)([CH2:18][CH3:19])[CH2:16][CH3:17])=[CH:11][C:10]=1[CH3:35])[Si:2]([C:5]([CH3:8])([CH3:7])[CH3:6])([CH3:4])[CH3:3].[H][H]>[Pd].CO>[O:1]([C:9]1[CH:14]=[CH:13][C:12]([C:15]([C:20]2[CH:25]=[CH:24][C:23](/[CH:26]=[CH:27]\[CH:28]([OH:33])[C:29]([CH3:32])([CH3:31])[CH3:30])=[C:22]([CH3:34])[CH:21]=2)([CH2:16][CH3:17])[CH2:18][CH3:19])=[CH:11][C:10]=1[CH3:35])[Si:2]([C:5]([CH3:6])([CH3:7])[CH3:8])([CH3:3])[CH3:4]. Procedure: A solution of 1-(4-{1-[4-(tert-butyl-dimethylsiloxy)-3-methylphenyl]-1-ethylpropyl}-2-methylphenyl)-4,4-dimethylpent-1-yn-3-ol (0.4 g, 0.8 mmol) in anhyd MeOH (10 mL) was sparged with a stream of nitrogen (5 min) and then charged with 5% Pd/C (17 mg). Next an atmosphere of hydrogen (ambient pressure) was introduced into the reaction flask via a hydrogen-filled balloon with an inlet needle. After sparging briefly with hydrogen (5 min), the reaction mixture was stirred 3 h at ambient pressure. The... Reactants: NC1=C(C=C(C=C1)Cl)C(C(F)(F)F)(C#CC1=CC=CC=C1)O (2-(2-amino-5-chlorophenyl)-4-phenyl-1,1,1-trifluoro-3-butyn-2-ol), C(=O)(N1C=NC=C1)N1C=NC=C1 (1,1'-carbonyldiimidazole). Solvent: C1CCOC1 (THF). Yields the product ether-hexane, ClC=1C=CC2=C(C(OC(N2)=O)(C(F)(F)F)C#CC2=CC=CC=C2)C1 ((±) 6-chloro-4-phenylethynyl-4-trifluoromethyl-1,4-dihydro-2H-3,1-benzoxazin-2-one). Yield: 40.8%. As a reaction SMILES: [NH2:1][C:2]1[CH:7]=[CH:6][C:5]([Cl:8])=[CH:4][C:3]=1[C:9]([OH:22])([C:14]#[C:15][C:16]1[CH:21]=[CH:20][CH:19]=[CH:18][CH:17]=1)[C:10]([F:13])([F:12])[F:11].[C:23](N1C=CN=C1)(N1C=CN=C1)=[O:24]>C1COCC1>[Cl:8][C:5]1[CH:6]=[CH:7][C:2]2[NH:1][C:23](=[O:24])[O:22][C:9]([C:14]#[C:15][C:16]3[CH:17]=[CH:18][CH:19]=[CH:20][CH:21]=3)([C:10]([F:13])([F:11])[F:12])[C:3]=2[CH:4]=1. Procedure details: A solution of 2-(2-amino-5-chlorophenyl)-4-phenyl-1,1,1-trifluoro-3-butyn-2-ol (2.0 g, 6.1 mmol) and 11.0 g (12.0 mmol) of 1,1'-carbonyldiimidazole in 300 mL of dry THF was stirred under argon at 55° C. for 24 hours. The solvent was removed on a rotary evaporator and the residue was partitioned between 200 mL of ether and 400 mL of water. The layers were separated and the aqueous extracted once more with ether. The combined ether extracts were washed with 2×200 mL 10% citric acid and then with b... Starting materials: COC[C@]12CC[C@@H](C=C1CC[C@H]1[C@@H]3CC[C@@H]([C@@]3(C)CC[C@H]21)O)O (19-methoxyandrost-4-ene-3β,17β-diol), COC[C@]12[C@@H](C[C@@H](C=C1CC[C@H]1[C@@H]3CC[C@@H]([C@@]3(C)CC[C@H]21)O)O)C (19-methoxy-1β-methyl-4-androstene-3β,17β-diol), COC[C@]12CC[C@@H](C=C1[C@H](C[C@H]1[C@@H]3CC[C@@H]([C@@]3(C)CC[C@H]21)O)C)O (19-methoxy-6α-methyl-4-androstene-3β,17β-diol). Yields the product C(C)(=O)O[C@@H]1C=C2CC[C@H]3[C@@H]4CC[C@@H]([C@@]4(C)CC[C@@H]3[C@]2([C@@H](C1)C)COC)OC(C)=O (19-methoxy-1β-methyl-4-androstene-3β,17β-diol diacetate), C(C)(=O)O[C@@H]1C=C2[C@H](C[C@H]3[C@@H]4CC[C@@H]([C@@]4(C)CC[C@@H]3[C@]2(CC1)COC)OC(C)=O)C (19-methoxy-6α-methyl-4-androstene-3β,17β-diol diacetate). RXN SMILES: [CH3:1][O:2][CH2:3][C@@:4]12[C@@H:21]3[C@H:12]([C@H:13]4[C@@:17]([CH2:19][CH2:20]3)([CH3:18])[C@@H:16]([OH:22])[CH2:15][CH2:14]4)[CH2:11][CH2:10][C:9]1=[CH:8][C@@H:7]([OH:23])[CH2:6][C@H:5]2[CH3:24].[CH3:25][O:26][CH2:27][C@@:28]12[C@@H:45]3[C@H:36]([C@H:37]4[C@@:41]([CH2:43][CH2:44]3)([CH3:42])[C@@H:40]([OH:46])[CH2:39][CH2:38]4)[CH2:35][C@H:34]([CH3:47])[C:33]1=[CH:32][C@@H:31]([OH:48])[CH2:30][CH2:29]2.C[O:50][CH2:51][C@@:52]12[C@@H]3[C@H]([C@H]4[C@@](CC3)(C)[C@@H](O)CC4)CCC1=C[C@@H](O)CC2>>[C:27]([O:23][C@H:7]1[CH2:6][C@@H:5]([CH3:24])[C@@:4]2([CH2:3][O:2][CH3:1])[C:9]([CH2:10][CH2:11][C@@H:12]3[C@@H:21]2[CH2:20][CH2:19][C@@:17]2([CH3:18])[C@H:13]3[CH2:14][CH2:15][C@@H:16]2[O:22][C:51](=[O:50])[CH3:52])=[CH:8]1)(=[O:26])[CH3:28].[C:3]([O:48][C@H:31]1[CH2:30][CH2:29][C@@:28]2([CH2:27][O:26][CH3:25])[C:33]([C@@H:34]([CH3:47])[CH2:35][C@@H:36]3[C@@H:45]2[CH2:44][CH2:43][C@@:41]2([CH3:42])[C@H:37]3[CH2:38][CH2:39][C@@H:40]2[O:46][C:51](=[O:50])[CH3:52])=[CH:32]1)(=[O:2])[CH3:4]. Procedure details: Substituting 19-methoxy-1β-methyl-4-androstene-3β,17β-diol and 19-methoxy-6α-methyl-4-androstene-3β,17β-diol in lieu of the 19-methoxyandrost-4-ene-3β,17β-diol above results in the preparation of 19-methoxy-1β-methyl-4-androstene-3β,17β-diol diacetate and 19-methoxy-6α-methyl-4-androstene-3β,17β-diol diacetate. Starting materials: COC=1C=C(C(=O)C2=CC(=C(C=C2)OC)OC)C=CC1OC (3,4,3',4'-tetramethoxybenzophenone), [Cl-].[Al+3].[Cl-].[Cl-] (aluminum chloride), C(C1=CC=2OCOC2C=C1)(=O)Cl (piperonyloyl chloride), C=1(C(OC)=CC=CC1)OC (veratrole). The product is COC=1C=C(C(=O)C2=CC3=C(C=C2)OCO3)C=CC1OC (1 -(3,4-Dimethoxybenzoyl)-3,4-methylenedioxybenzene), product. Isolated yield 69.0%. Reaction SMILES: [CH3:1][O:2][C:3]1[CH:4]=[C:5]([CH:18]=[CH:19][C:20]=1[O:21]C)[C:6]([C:8]1[CH:13]=[CH:12][C:11]([O:14][CH3:15])=[C:10]([O:16][CH3:17])[CH:9]=1)=[O:7].C1(OC)C(=CC=CC=1)OC.[Cl-].[Al+3].[Cl-].[Cl-].C(Cl)(=O)C1C=CC2OCOC=2C=1>>[CH3:17][O:16][C:10]1[CH:9]=[C:8]([CH:13]=[CH:12][C:11]=1[O:14][CH3:15])[C:6]([C:5]1[CH:18]=[CH:19][C:20]2[O:21][CH2:1][O:2][C:3]=2[CH:4]=1)=[O:7] |f:2.3.4.5|. Procedure details: 1 -(3,4-Dimethoxybenzoyl)-3,4-methylenedioxybenzene was prepared analogously to 3,4,3',4'-tetramethoxybenzophenone using veratrole (1.3 mL, 10 mmol), aluminum chloride (1.5 g, 11 mmol) and piperonyloyl chloride (1.9 g, 10 mmol) with a reaction time of 2.5 hours at room temperature. The crude product was purified by flash column chromatography (silica gel, 5% ethyl acetate/methylene chloride) to afford 1.99 g (69%) of the product as a white solid: mp 164-165° C.; 1H NMR (CDCl3) δ 7.46-7.26 (m, 4 ... The reactants are P(=O)(O)(O)OC[C@@H]1[C@H]([C@H]([C@@H](O1)N1C(=O)N=C(N)C=C1)O)O (cytidine 5′-monophosphate), C(C)(=O)N[C@H]1C(O)O[C@@H]([C@H]([C@@H]1O)O)CO (N-acetyl-D-glucosamine), C(C(=O)C)(=O)O (pyruvic acid), [Mg+2].[Cl-].[Cl-].O (MgCl2.H2O), P(=O)(OC(C)=O)([O-])[O-] (acetyl phosphate), GlcNAc-2, CC(=O)N[C@@H]1[C@H](C[C@](OC1[C@@H]([C@@H](CO)O)O)(C(=O)O)OP(=O)([O-])OC[C@@H]2[C@H]([C@H]([C@@H](O2)N3C=CC(=NC3=O)N)O)O)O.[Na+] (CMP-NeuAc), P(=O)(O)(O)OC[C@@H]1[C@H]([C@H]([C@@H](O1)N1C(=O)N=C(N)C=C1)O)O (cytidine monophosphate), C(C)(=O)[O-] (acetate), OC(=O)C1(O)C[C@H](O)[C@@H](NC(=O)C)[C@@H](O1)[C@H](O)[C@H](O)CO (NeuAc), [OH-].[Na+] (NaOH). Run in C(C(CO)(CO)N)O.Cl (Tris HCl). Run at time 8.5 hour. Product: CC(=O)N[C@@H]1[C@H](C[C@](O[C@H]1[C@@H]([C@@H](CO)O)O)(C(=O)O)OP(=O)([O-])OC[C@@H]2[C@@H](C([C@@H](O2)N3C=CC(=NC3=O)N)O)O)O.[Na+] (CMP-N-Acetylneuraminic Acid). RXN SMILES: [P:1]([O:5][CH2:6][C@H:7]1[O:11][C@@H:10]([N:12]2[CH:19]=[CH:18][C:16]([NH2:17])=[N:15][C:13]2=[O:14])[C@H:9]([OH:20])[C@@H:8]1[OH:21])([OH:4])([OH:3])=[O:2].C(N[C@@H]1[C@@H](O)[C@H](O)[C@@H](CO)OC1O)(=O)C.C(O)(=O)C(C)=O.[Mg+2].[Cl-].[Cl-].O.P([O-])([O-])(OC(=O)C)=O.[OH-].[Na+:56].C([O-])(=O)C.[OH:61][C:62]([C:64]1([O:75][C@@H:74]([C@@H:76]([C@@H:78]([CH2:80][OH:81])[OH:79])[OH:77])[C@H:69]([NH:70][C:71]([CH3:73])=[O:72])[C@@H:67]([OH:68])[CH2:66]1)O)=[O:63].CC(N[C@H]1C([C@H](O)[C@H](O)CO)O[C@](OP(OC[C@H]2O[C@@H](N3C(=O)N=C(N)C=C3)[C@H](O)[C@@H]2O)([O-])=O)(C(O)=O)C[C@@H]1O)=O.[Na+]>C(O)C(N)(CO)CO.Cl>[CH3:73][C:71]([NH:70][C@H:69]1[C@H:74]([C@H:76]([OH:77])[C@H:78]([OH:79])[CH2:80][OH:81])[O:75][C@:64]([O:2][P:1]([O:5][CH2:6][C@H:7]2[O:11][C@@H:10]([N:12]3[C:13](=[O:14])[N:15]=[C:16]([NH2:17])[CH:18]=[CH:19]3)[CH:9]([OH:20])[C@H:8]2[OH:21])([O-:3])=[O:4])([C:62]([OH:63])=[O:61])[CH2:66][C@@H:67]1[OH:68])=[O:72].[Na+:56] |f:3.4.5.6,8.9,12.13,14.15,16.17|. Procedure: A reaction mixture of 20-100 g of 20-80 mM cytidine 5′-monophosphate (CMP, Shanghai QZU Bioscience & Biotechnology), 34.15-136.6 g of 20-80 mM N-acetyl-D-glucosamine (Shanghai Jiubang Chemical), 33.9-101.7 g of 40-120 mM pyruvic acid, 30.9 g of 20 mM MgCl2.H2O (Duksan), 3.72 g of 1 mM CTP (Sigma), 84-525 g of 80-500 mM acetyl phosphate (Sigma) and 7 liters of 50 mM Tris HCl buffer (pH 7.0), maintained at pH 6.5-8.0 using 2M NaOH at 37° C., was mixed with the polymer beads prepared in Example 4, ... The reactants are [N+](=O)([O-])C=1C=C(C=CC1)S(=O)(=O)CCOC(CCCNC(COC1=CC(=C(C=C1)S(=O)(=O)Cl)C(C)C)=O)=O (4-(4-chlorosulfonyl-3-Isopropylphenoxyactamido)-butyric acid 2-(3-nitrobenzenesulfonyl)ethyl ester), [N+](=O)([O-])C=1C=C(C=CC1)S(=O)(=O)CCOC(CCCNC(COC1=CC(=C(C=C1)S(=O)(=O)Cl)C(C)C)=O)=O (4-(4-chlorosulfonyl-3-Isopropylphenoxyactamido)-butyric acid 2-(3-nitrobenzenesulfonyl)ethyl ester), O (water), CC=1C(=NC=CC1OCC(F)(F)F)CS(=O)C1=NC2=C(N1)C=CC=C2 (2-[3-methyl-4-(2,2,2-trifluoroethoxy)pyridin-2-ylmethanesulfinyl]-1H-benzimidazole), [H-].[Na+] (NaH). Run in C(Cl)Cl (CH2Cl2), C(Cl)Cl (CH2Cl2). Reaction conditions: time 2 hour. The product is [N+](=O)([O-])C=1C=C(C=CC1)S(=O)(=O)CCOC(CCCNC(COC1=CC(=C(C=C1)S(=O)(=O)N1C(=NC2=C1C=CC=C2)S(=O)CC2=NC=CC(=C2C)OCC(F)(F)F)C(C)C)=O)=O (4-[2-(3-Isopropyl-4-{2-[3-methyl-4-(2,2,2-trifluoro-ethoxy)-pyridin-2-ylmethanesulfinyl]benzimidazole-1-sulfonyl}phenoxy)acetylamino]butyric acid 2-(3-nitro-benzenesulfonyl)ethyl ester). Isolated yield 79.6%. As a reaction SMILES: [CH3:1][C:2]1[C:3]([CH2:14][S:15]([C:17]2[NH:21][C:20]3[CH:22]=[CH:23][CH:24]=[CH:25][C:19]=3[N:18]=2)=[O:16])=[N:4][CH:5]=[CH:6][C:7]=1[O:8][CH2:9][C:10]([F:13])([F:12])[F:11].[H-].[Na+].[N+:28]([C:31]1[CH:32]=[C:33]([S:37]([CH2:40][CH2:41][O:42][C:43](=[O:65])[CH2:44][CH2:45][CH2:46][NH:47][C:48](=[O:64])[CH2:49][O:50][C:51]2[CH:56]=[CH:55][C:54]([S:57](Cl)(=[O:59])=[O:58])=[C:53]([CH:61]([CH3:63])[CH3:62])[CH:52]=2)(=[O:39])=[O:38])[CH:34]=[CH:35][CH:36]=1)([O-:30])=[O:29].O>C(Cl)Cl>[N+:28]([C:31]1[CH:32]=[C:33]([S:37]([CH2:40][CH2:41][O:42][C:43](=[O:65])[CH2:44][CH2:45][CH2:46][NH:47][C:48](=[O:64])[CH2:49][O:50][C:51]2[CH:56]=[CH:55][C:54]([S:57]([N:21]3[C:20]4[CH:22]=[CH:23][CH:24]=[CH:25][C:19]=4[N:18]=[C:17]3[S:15]([CH2:14][C:3]3[C:2]([CH3:1])=[C:7]([O:8][CH2:9][C:10]([F:13])([F:11])[F:12])[CH:6]=[CH:5][N:4]=3)=[O:16])(=[O:59])=[O:58])=[C:53]([CH:61]([CH3:62])[CH3:63])[CH:52]=2)(=[O:38])=[O:39])[CH:34]=[CH:35][CH:36]=1)([O-:30])=[O:29] |f:1.2|. Procedure details: To a heterogeneous mixture of 2-[3-methyl-4-(2,2,2-trifluoroethoxy)pyridin-2-ylmethanesulfinyl]-1H-benzimidazole (500 mg, 1.36 mmol) in CH2Cl2 (10 mL) was added NaH (40 mg, 1.65 mmol) at room temperature resulting in a clear solution. To this clear mixture was added 4-(4-chlorosulfonyl-3-Isopropylphenoxyactamido)-butyric acid 2-(3-nitrobenzenesulfonyl)ethyl ester (Intermediate 26, 1.0 g, 1.70 mmol, 1.25 eq) in CH2Cl2 (5 mL) at room temperature, and then the mixture was stirred for 2 h. Thereafte...